From a dataset of the Open Reaction Database (ORD), a public repository of structured organic reaction records. describe an organic reaction: reactants, conditions, products, and yield Reactants: C1=2C=3CCCC3SC2N=CN=C1OC1CCC(CC1)N (4-[7-thia-9,11-diazatricyclo[6.4.0.0[2,6]]dodeca-1(8),2(6),9,11-tetraen-12-yloxy]cyclohexan-1-amine), ClCC(=O)N1CCCC1 (2-chloro-1-(pyrrolidin-1-yl)ethan-1-one). Run in C(C)O (ethanol). Run at temperature 90 celsius, time 8 hour. Product: N1(CCCC1)C(CN[C@@H]1CC[C@H](CC1)OC1=NC=NC=2SC=3CCCC3C12)=O (trans-1-(pyrrolidin-1-yl)-2-[(4-[7-thia-9,11-diazatricyclo[6.4.0.0[2,6]]dodeca-1(8),2(6),9,11-tetraen-12-yloxy]cyclohexyl)amino]ethan-1-one), O=C(CN(CC(=O)N1CCCC1)[C@@H]1CC[C@H](CC1)OC1=NC=NC=2SC=3CCCC3C12)N1CCCC1 (trans-2-[[2-oxo-2-(pyrrolidin-1-yl)ethyl](4-[7-thia-9,11-diazatricyclo[6.4.0.0[2,6]]dodeca-1(8),2(6),9,11-tetraen-12-yloxy]cyclohexyl)amino]-1-(pyrrolidin-1-yl)ethan-1-one). As a reaction SMILES: [C:1]12[C:12]([O:13][CH:14]3[CH2:19][CH2:18][CH:17]([NH2:20])[CH2:16][CH2:15]3)=[N:11][CH:10]=[N:9][C:8]=1[S:7][C:6]1[CH2:5][CH2:4][CH2:3][C:2]2=1.Cl[CH2:22][C:23]([N:25]1[CH2:29][CH2:28][CH2:27][CH2:26]1)=[O:24]>C(O)C>[N:25]1([C:23](=[O:24])[CH2:22][NH:20][C@H:17]2[CH2:18][CH2:19][C@H:14]([O:13][C:12]3[C:1]4[C:2]5[CH2:3][CH2:4][CH2:5][C:6]=5[S:7][C:8]=4[N:9]=[CH:10][N:11]=3)[CH2:15][CH2:16]2)[CH2:29][CH2:28][CH2:27][CH2:26]1.[O:24]=[C:23]([N:25]1[CH2:29][CH2:28][CH2:27][CH2:26]1)[CH2:22][N:20]([C@H:17]1[CH2:18][CH2:19][C@H:14]([O:13][C:12]2[C:1]3[C:2]4[CH2:3][CH2:4][CH2:5][C:6]=4[S:7][C:8]=3[N:9]=[CH:10][N:11]=2)[CH2:15][CH2:16]1)[CH2:22][C:23]([N:25]1[CH2:29][CH2:28][CH2:27][CH2:26]1)=[O:24]. Reported procedure: A solution of 4-[7-thia-9,11-diazatricyclo[6.4.0.0[2,6]]dodeca-1(8),2(6),9,11-tetraen-12-yloxy]cyclohexan-1-amine (140 mg, 0.48 mmol, 1.00 equiv) in ethanol (20 mL) was added 2-chloro-1-(pyrrolidin-1-yl)ethan-1-one (72 mg, 0.49 mmol, 1.00 equiv) and KI (80 mg, 1.00 equiv) and the resulting solution was stirred for 8 h at 90° C. in an oil bath. After concentrated in vacuo, the crude product (160 mg) was purified by Prep-HPLC with the following conditions (SHIMADZU): Column, SunFire Prep C18, 19*1... Starting materials: CCOC(C)=O, O=C(Nc1nccs1)C(CC1CCCC1)c1ccc(Cl)nc1, [K+], [K+], O=C([O-])[O-], CN(C)C=O, OB(O)c1ccccc1, c1ccc(P(c2ccccc2)(c2ccccc2)[Pd](P(c2ccccc2)(c2ccccc2)c2ccccc2)(P(c2ccccc2)(c2ccccc2)c2ccccc2)P(c2ccccc2)(c2ccccc2)c2ccccc2)cc1. Product: O=C(Nc1nccs1)C(CC1CCCC1)c1ccc(-c2ccccc2)nc1. RXN SMILES: [CH3:43][CH2:44][O:45][C:46]([CH3:47])=[O:48].[Cl:1][c:2]1[cH:3][cH:4][c:5]([CH:8]([C:9](=[O:10])[NH:11][c:12]2[s:13][cH:14][cH:15][n:16]2)[CH2:17][CH:18]2[CH2:19][CH2:20][CH2:21][CH2:22]2)[cH:6][n:7]1.[K+:23].[K+:24].[O-:25][C:26]([O-:27])=[O:28].[O:38]=[CH:39][N:40]([CH3:41])[CH3:42].[c:29]1([B:35]([OH:36])[OH:37])[cH:30][cH:31][cH:32][cH:33][cH:34]1.[cH:49]1[cH:50][cH:51][c:52]([P:53]([Pd:54]([P:55]([c:56]2[cH:57][cH:58][cH:59][cH:60][cH:61]2)([c:62]2[cH:63][cH:64][cH:65][cH:66][cH:67]2)[c:68]2[cH:69][cH:70][cH:71][cH:72][cH:73]2)([P:74]([c:75]2[cH:76][cH:77][cH:78][cH:79][cH:80]2)([c:81]2[cH:82][cH:83][cH:84][cH:85][cH:86]2)[c:87]2[cH:88][cH:89][cH:90][cH:91][cH:92]2)[P:93]([c:94]2[cH:95][cH:96][cH:97][cH:98][cH:99]2)([c:100]2[cH:101][cH:102][cH:103][cH:104][cH:105]2)[c:106]2[cH:107][cH:108][cH:109][cH:110][cH:111]2)([c:112]2[cH:113][cH:114][cH:115][cH:116][cH:117]2)[c:118]2[cH:119][cH:120][cH:121][cH:122][cH:123]2)[cH:124][cH:125]1>>[c:2]1(-[c:29]2[cH:30][cH:31][cH:32][cH:33][cH:34]2)[cH:3][cH:4][c:5]([CH:8]([C:9](=[O:10])[NH:11][c:12]2[s:13][cH:14][cH:15][n:16]2)[CH2:17][CH:18]2[CH2:19][CH2:20][CH2:21][CH2:22]2)[cH:6][n:7]1.